From a dataset of the Open Reaction Database (ORD), a public repository of structured organic reaction records. describe an organic reaction: reactants, conditions, products, and yield Starting materials: CCOC(=O)c1cnc(Cl)c([N+](=O)[O-])c1, COC(=O)CO, CCO, [H-], [Na+], C1COCCO1, O, O=C(O)c1ccc(O)nc1, O=[N+]([O-])O, O=P(Cl)(Cl)Cl. Product: CCOC(=O)c1cnc(OCC(=O)OC)c([N+](=O)[O-])c1. RXN SMILES: [CH2:1]([CH3:2])[O:3][C:4]([c:5]1[cH:6][n:7][c:8]([Cl:14])[c:9]([N+:11](=[O:12])[O-:13])[cH:10]1)=[O:15].[CH3:35][O:36][C:37]([CH2:38][OH:39])=[O:40].[CH3:50][CH2:51][OH:52].[H-:41].[Na+:42].[O:43]1[CH2:44][CH2:45][O:46][CH2:47][CH2:48]1.[OH2:49].[OH:16][c:17]1[cH:18][cH:19][c:20]([C:21]([OH:22])=[O:23])[cH:24][n:25]1.[OH:26][N+:27](=[O:28])[O-:29].[P:30]([Cl:31])([Cl:32])([Cl:33])=[O:34]>>[CH2:1]([CH3:2])[O:3][C:4]([c:5]1[cH:6][n:7][c:8]([O:39][CH2:38][C:37]([O:36][CH3:35])=[O:40])[c:9]([N+:11](=[O:12])[O-:13])[cH:10]1)=[O:15]. Reactants: [BH4-], CC(C)=O, CC(C)O, Cc1nnc(N)s1, [Na+], O. Yields the product Cc1nnc(NC(C)C)s1. As a reaction SMILES: [BH4-:8].[CH3:15][C:16](=[O:17])[CH3:18].[CH:11]([CH3:12])([CH3:13])[OH:14].[NH2:1][c:2]1[s:3][c:4]([CH3:7])[n:5][n:6]1.[Na+:9].[OH2:10]>>[NH:1]([c:2]1[s:3][c:4]([CH3:7])[n:5][n:6]1)[CH:11]([CH3:12])[CH3:13].